This data is from the Open Reaction Database (ORD), a public repository of structured organic reaction records. The task is: describe an organic reaction: reactants, conditions, products, and yield Isolated yield 48.9%. RXN SMILES: [NH2:1][C:2]1[CH:7]=[CH:6][C:5]([O:8][C:9]2[CH:14]=[CH:13][CH:12]=[CH:11][CH:10]=2)=[CH:4][C:3]=1[S:15][CH:16]([C:22]1[CH:27]=[CH:26][C:25]([O:28][CH3:29])=[C:24]([F:30])[CH:23]=1)[CH:17]([OH:21])[C:18](O)=[O:19].C1(P(N=[N+]=[N-])(C2C=CC=CC=2)=O)C=CC=CC=1.CN1CCOCC1>>[F:30][C:24]1[CH:23]=[C:22]([C@H:16]2[C@@H:17]([OH:21])[C:18](=[O:19])[NH:1][C:2]3[CH:7]=[CH:6][C:5]([O:8][C:9]4[CH:14]=[CH:13][CH:12]=[CH:11][CH:10]=4)=[CH:4][C:3]=3[S:15]2)[CH:27]=[CH:26][C:25]=1[O:28][CH3:29]. Starting materials: NC1=C(C=C(C=C1)OC1=CC=CC=C1)SC(C(C(=O)O)O)C1=CC(=C(C=C1)OC)F (3-(2-amino-5-phenoxyphenyl)thio-3-(3-fluoro-4-methoxyphenyl)-2-hydroxypropionic acid), C1(=CC=CC=C1)P(=O)(C1=CC=CC=C1)N=[N+]=[N-] (diphenylphosphorylazide), CN1CCOCC1 (N-methylmorpholine). The product is FC=1C=C(C=CC1OC)[C@@H]1SC2=C(NC([C@@H]1O)=O)C=CC(=C2)OC2=CC=CC=C2 ((±)-Cis-2-(3-fluoro-4-methoxyphenyl)-2,3-dihydro-3- hydroxy-8-phenoxy-1,5-benzothiazepin-4(5H)-one). Procedure details: 922 mg of 3-(2-amino-5-phenoxyphenyl)thio-3-(3-fluoro-4-methoxyphenyl)-2-hydroxypropionic acid [prepared as described in step (b) above] were subjected to ring closure in the same manner as described in Example 1(c) using 0.59 ml of diphenylphosphorylazide and 0.59 ml of N-methylmorpholine The product was then extracted and purified as described in Example 1(c), to give 432 mg of the title compound as a powder, melting at 246-247° C. Reactants: CC1=CC=C(C=C1)S(=O)(=O)OC1=NC=2N(C=C1)N=CC2C2=CC=C(C=C2)C=2N(C=CN2)COCC[Si](C)(C)C (3-(4-(1-((2-(trimethylsilyl)ethoxy)methyl)-1H-imidazol-2-yl)phenyl)pyrazolo[1,5-a]pyrimidin-5-yl 4-methylbenzenesulfonate), [NH4+].[Cl-] (NH4Cl), C[C@@H]1NC(OC1)=O ((S)-4-methyloxazolidin-2-one), C[Si]([N-][Si](C)(C)C)(C)C.[Na+] (Sodium hexamethyldisilazide), FC(C(=O)O)(F)F (Trifluoroacetic acid). Run in CN(C)C=O (DMF), ClCCl (dichloromethane), CN(C)C=O (DMF). Reaction conditions: temperature 80 celsius, time 12 hour. The product is N1C(=NC=C1)C1=CC=C(C=C1)C=1C=NN2C1N=C(C=C2)N2C(OC[C@@H]2C)=O ((S)-3-(3-(4-(1H-imidazol-2-yl)phenyl)pyrazolo[1,5-a]pyrimidin-5-yl)-4-methyloxazolidin-2-one). The yield is 7.8%. As a reaction SMILES: [CH3:1][C@H:2]1[CH2:6][O:5][C:4](=[O:7])[NH:3]1.C[Si](C)(C)[N-][Si](C)(C)C.[Na+].CC1C=CC(S(O[C:29]2[CH:34]=[CH:33][N:32]3[N:35]=[CH:36][C:37]([C:38]4[CH:43]=[CH:42][C:41]([C:44]5[N:45](COCC[Si](C)(C)C)[CH:46]=[CH:47][N:48]=5)=[CH:40][CH:39]=4)=[C:31]3[N:30]=2)(=O)=O)=CC=1.[NH4+].[Cl-].FC(F)(F)C(O)=O>CN(C=O)C.ClCCl>[NH:45]1[CH:46]=[CH:47][N:48]=[C:44]1[C:41]1[CH:42]=[CH:43][C:38]([C:37]2[CH:36]=[N:35][N:32]3[CH:33]=[CH:34][C:29]([N:3]4[C@@H:2]([CH3:1])[CH2:6][O:5][C:4]4=[O:7])=[N:30][C:31]=23)=[CH:39][CH:40]=1 |f:1.2,4.5|. Procedure details: A solution of (S)-4-methyloxazolidin-2-one (9.0 mg, 0.089 mmol) in dry DMF (0.5 mL) was cooled to 0° C. Sodium hexamethyldisilazide (0.089 mL, 0.089 mmol) was added and the resulting yellow solution stirred for 10 minutes before addition of a solution of 3-(4-(1-((2-(trimethylsilyl)ethoxy)methyl)-1H-imidazol-2-yl)phenyl)pyrazolo[1,5-a]pyrimidin-5-yl 4-methylbenzenesulfonate (20.0 mg, 0.0356 mmol) in DMF (0.5 mL). The mixture was then brought to ambient temperature prior to heating at 80° C. for ... Starting materials: O=C1C(CCC1)CC1=CC=C(C=C1)C(C(=O)O)C (2-[4-(2-oxocyclopentan-1-ylmethyl)phenyl]propionic acid), N[C@@H](CCCNC(N)=N)C(=O)O (L-arginine). Run in CC(=O)C (acetone), O (water), O (water). Reaction conditions: time 1 hour. The product is N[C@@H](CCCNC(N)=N)C(=O)O.O=C1C(CCC1)CC1=CC=C(C=C1)C(C(=O)O)C (2-[4-(2-Oxocyclopentan-1-ylmethyl)phenyl]-propionic Acid L-Arginine Salt). As a reaction SMILES: [O:1]=[C:2]1[CH2:6][CH2:5][CH2:4][CH:3]1[CH2:7][C:8]1[CH:13]=[CH:12][C:11]([CH:14]([CH3:18])[C:15]([OH:17])=[O:16])=[CH:10][CH:9]=1.[NH2:19][C@H:20]([C:28]([OH:30])=[O:29])[CH2:21][CH2:22][CH2:23][NH:24][C:25](=[NH:27])[NH2:26]>CC(C)=O.O>[NH2:19][C@H:20]([C:28]([OH:30])=[O:29])[CH2:21][CH2:22][CH2:23][NH:24][C:25](=[NH:26])[NH2:27].[O:1]=[C:2]1[CH2:6][CH2:5][CH2:4][CH:3]1[CH2:7][C:8]1[CH:9]=[CH:10][C:11]([CH:14]([CH3:18])[C:15]([OH:17])=[O:16])=[CH:12][CH:13]=1 |f:4.5|. Procedure details: To a solution of 1.23 g of 2-[4-(2-oxocyclopentan-1-ylmethyl)phenyl]propionic acid in a mixture of 1.6 ml of acetone and 0.5 ml of water was dropwise added with stirring 2 ml of water containing 0.87 g of L-arginine, the mixture was stirred for 1 hour and acetone and water were removed by distillation under reduced pressure to give 2.1 g of the desired compound, m.p. 101°-110° C. The reactants are COC(=O)C1CC(S(=O)(=O)c2ccccc2Cl)CN1c1cc(C)nn1CCN1CCOCC1, [Li+], [OH-]. Product: Cc1cc(N2CC(S(=O)(=O)c3ccccc3Cl)CC2C(=O)O)n(CCN2CCOCC2)n1. Reaction SMILES: [CH3:1][O:2][C:3](=[O:4])[CH:5]1[N:6]([c:20]2[cH:21][c:22]([CH3:33])[n:23][n:24]2[CH2:25][CH2:26][N:27]2[CH2:28][CH2:29][O:30][CH2:31][CH2:32]2)[CH2:7][CH:8]([S:10](=[O:11])(=[O:12])[c:13]2[c:14]([Cl:19])[cH:15][cH:16][cH:17][cH:18]2)[CH2:9]1.[Li+:34].[OH-:35]>>[O:2]=[C:3]([OH:4])[CH:5]1[N:6]([c:20]2[cH:21][c:22]([CH3:33])[n:23][n:24]2[CH2:25][CH2:26][N:27]2[CH2:28][CH2:29][O:30][CH2:31][CH2:32]2)[CH2:7][CH:8]([S:10](=[O:11])(=[O:12])[c:13]2[c:14]([Cl:19])[cH:15][cH:16][cH:17][cH:18]2)[CH2:9]1. Yields the product CC(c1ccccc1)N1C(=O)c2cccc([N+](=O)[O-])c2C1=O. As a reaction SMILES: [CH3:15][CH:16]([c:17]1[cH:18][cH:19][cH:20][cH:21][cH:22]1)[NH2:23].[CH:24]([Cl:25])([Cl:26])[Cl:27].[N+:1](=[O:2])([O-:3])[c:4]1[c:5]2[c:6]([cH:12][cH:13][cH:14]1)[C:7](=[O:8])[O:9][C:10]2=[O:11]>>[N+:1](=[O:2])([O-:3])[c:4]1[c:5]2[c:6]([cH:12][cH:13][cH:14]1)[C:7](=[O:9])[N:23]([CH:16]([CH3:15])[c:17]1[cH:18][cH:19][cH:20][cH:21][cH:22]1)[C:10]2=[O:11]. Starting materials: CC(N)c1ccccc1, ClC(Cl)Cl, O=C1OC(=O)c2c1cccc2[N+](=O)[O-]. Yields the product O=C(NC1C2CC3CC1CN(C3)C2)c1ccc(Cl)cc1Cl. RXN SMILES: [N:1]12[CH2:2][CH:3]3[CH:4]([NH2:11])[CH:5]([CH2:6][CH:7]([CH2:8]1)[CH2:9]3)[CH2:10]2.[OH:12][C:13](=[O:14])[c:15]1[cH:16][cH:17][c:18]([Cl:19])[cH:20][c:21]1[Cl:22]>>[N:1]12[CH2:2][CH:3]3[CH:4]([NH:11][C:13](=[O:12])[c:15]4[cH:16][cH:17][c:18]([Cl:19])[cH:20][c:21]4[Cl:22])[CH:5]([CH2:6][CH:7]([CH2:8]1)[CH2:9]3)[CH2:10]2. Starting materials: NC1C2CC3CC1CN(C3)C2, O=C(O)c1ccc(Cl)cc1Cl. Starting materials: O (Water), B(Br)(Br)Br (Boron tribromide), COC=1C(=C2C=3C(=C(C(=C(C3C3=CC=CC=C3C2=CC1)OC)OC)OC)OC)OC (hexamethoxytriphenylene). Run in ClCCl (dichloromethane), ClCCl (dichloromethane). Yields the product OC=1C(=C2C=3C(=C(C(=C(C3C3=CC=CC=C3C2=CC1)O)O)O)O)O (hexahydroxytriphenylene). As a reaction SMILES: B(Br)(Br)Br.C[O:6][C:7]1[C:8]([O:33]C)=[C:9]2[C:22](=[CH:23][CH:24]=1)[C:21]1[C:16](=[CH:17][CH:18]=[CH:19][CH:20]=1)[C:15]1[C:14]([O:25]C)=[C:13]([O:27]C)[C:12]([O:29]C)=[C:11]([O:31]C)[C:10]2=1.O>ClCCl>[OH:6][C:7]1[C:8]([OH:33])=[C:9]2[C:22](=[CH:23][CH:24]=1)[C:21]1[C:16](=[CH:17][CH:18]=[CH:19][CH:20]=1)[C:15]1[C:14]([OH:25])=[C:13]([OH:27])[C:12]([OH:29])=[C:11]([OH:31])[C:10]2=1. Procedure details: Boron tribromide (8.6 g, 0.034 mol) in dry dichloromethane (80 ml) was added to hexamethoxytriphenylene (2 g, 0.0049 mol) in dry dichloromethane (100 ml) under a dry nitrogen atmosphere at -80° C. The mixture was allowed to warm to room temperature overnight. Water was added and the dichloromethane was removed under reduced pressure. The crude product was filtered off. The hexahydroxytriphenylene was purified by recrystallisation from water. Starting materials: C(C1=CC=CC=C1)OC(=O)N1[C@H](C(=O)NCC2CCCCC2)CC(C1)OCOC (N-(1-benzyloxycarbonyl-4-methoxymethoxy-L-prolyl)-N-cyclohexylmethylamine). The reagents and catalysts are [Pd] (Pd-C). Solvent: C(C)O (ethanol). Reaction conditions: time 3 hour. Product: COCOC1C[C@H](NC1)C(=O)NCC1CCCCC1 (N-(4-methoxymethoxy-L-prolyl)-N-cyclohexylmethylamine). Isolated yield 105.2%. Reaction SMILES: C(OC([N:11]1[CH2:25][CH:24]([O:26][CH2:27][O:28][CH3:29])[CH2:23][C@H:12]1[C:13]([NH:15][CH2:16][CH:17]1[CH2:22][CH2:21][CH2:20][CH2:19][CH2:18]1)=[O:14])=O)C1C=CC=CC=1>C(O)C.[Pd]>[CH3:29][O:28][CH2:27][O:26][CH:24]1[CH2:25][NH:11][C@H:12]([C:13]([NH:15][CH2:16][CH:17]2[CH2:22][CH2:21][CH2:20][CH2:19][CH2:18]2)=[O:14])[CH2:23]1. Procedure: 21.2 g of the obtained N-(1-benzyloxycarbonyl-4-methoxymethoxy-L-prolyl)-N-cyclohexylmethylamine was dissolved in 200 ml of ethanol. To the solution was added 2 g of 10% Pd-C. The mixture was subjected to hydrogenation for 3 hours. The catalyst was removed by filtration. The solvent in the filtrate was removed by distillation to obtain 14.9 g of N-(4-methoxymethoxy-L-prolyl)-N-cyclohexylmethylamine. Starting materials: CC=1C=C(N)C=CC1C (3,4-dimethylaniline), CC1C(CCCC1)=O (2-methylcyclohexanone), N1N=NC2=C1C=CC=C2 (benzotriazole). Conditions: temperature 120 celsius. Product: CC1C(CCCC1)NC1=C(C=C(C=C1)C)C (2-methylcyclohexyl-2,4-dimethylphenylamine). RXN SMILES: C[C:2]1[CH:3]=[C:4]([CH:6]=[CH:7][C:8]=1[CH3:9])[NH2:5].[CH3:10][CH:11]1[CH2:16][CH2:15][CH2:14][CH2:13][C:12]1=O.N1C2C=CC=C[C:21]=2N=N1>>[CH3:10][CH:11]1[CH2:16][CH2:15][CH2:14][CH2:13][CH:12]1[NH:5][C:4]1[CH:3]=[CH:2][C:8]([CH3:9])=[CH:7][C:6]=1[CH3:21]. Procedure details: In a 100-mL flask, the following mixture is heated at 120° C. for 24 h: 12 g 3,4-dimethylaniline, 11 g 2-methylcyclohexanone and 12 g benzotriazole. The 2-methylcyclohexyl-2,4-dimethylphenylamine is isolated after reduction, as in step 1 of Example 1. 18 g of an oily product are isolated. Starting materials: CC(C)(C)OC(=O)CBr, O=C([O-])[O-], CN(C)C=O, [K+], [K+], O, Oc1cccc(I)c1. The product is CC(C)(C)OC(=O)COc1cccc(I)c1. RXN SMILES: [Br:15][CH2:16][C:17](=[O:18])[O:19][C:20]([CH3:21])([CH3:22])[CH3:23].[C:9](=[O:10])([O-:11])[O-:12].[CH3:25][N:26]([CH3:27])[CH:28]=[O:29].[K+:13].[K+:14].[OH2:24].[OH:1][c:2]1[cH:3][cH:4][cH:5][c:6]([I:7])[cH:8]1>>[O:1]([c:2]1[cH:3][cH:4][cH:5][c:6]([I:7])[cH:8]1)[CH2:16][C:17](=[O:18])[O:19][C:20]([CH3:21])([CH3:22])[CH3:23].